Task: describe an organic reaction: reactants, conditions, products, and yield. Dataset: the Open Reaction Database (ORD), a public repository of structured organic reaction records Starting materials: COC1=C(N)C=CC(=C1)OC (2,4-dimethoxyaniline), COC=1C=C(C(=O)O)C=CC1OC (3,4-dimethoxybenzoic acid). Yields the product OC1=CC2=C(N=C(O2)C=2C=C(C(=CC2)O)O)C=C1 (4-(6-Hydroxy-1,3-benzoxazol-2-yl)benzene-1,2-diol). RXN SMILES: [CH3:1][O:2][C:3]1[CH:9]=[C:8]([O:10]C)[CH:7]=[CH:6][C:4]=1[NH2:5].C[O:13][C:14]1[CH:15]=[C:16]([CH:20]=[CH:21][C:22]=1[O:23]C)C(O)=O>>[OH:10][C:8]1[CH:7]=[CH:6][C:4]2[N:5]=[C:1]([C:20]3[CH:21]=[C:22]([OH:23])[C:14]([OH:13])=[CH:15][CH:16]=3)[O:2][C:3]=2[CH:9]=1. Procedure details: The title compound was prepared in substantially the same manner as described in Example 1, from 2,4-dimethoxyaniline, and 3,4-dimethoxybenzoic acid and was obtained as a white solid, m.p. 282-284° C.; MS m/e 242 (M−H)+. Reactants: ClC1=NC=C(C=N1)C1=CC=C(C=C1)OC(F)(F)F (2-Chloro-5-(4-trifluoromethoxyphenyl)-pyrimidine), C(=O)C1=CC=C(C=C1)B(O)O (4-formylphenyl boronic acid), C([O-])([O-])=O.[K+].[K+] (potassium carbonate). The reagents and catalysts are Cl[Pd]([P](C1=CC=CC=C1)(C2=CC=CC=C2)C3=CC=CC=C3)([P](C4=CC=CC=C4)(C5=CC=CC=C5)C6=CC=CC=C6)Cl (dichlorobis(triphenylphosphine)palladium(II)). Run in O1CCOCC1 (dioxane). The product is FC(OC1=CC=C(C=C1)C=1C=NC(=NC1)C1=CC=C(C=O)C=C1)(F)F (4-[5-(4-trifluoromethoxyphenyl)-pyrimidin-2-yl]-benzaldehyde). The yield is 5.2%. RXN SMILES: Cl[C:2]1[N:7]=[CH:6][C:5]([C:8]2[CH:13]=[CH:12][C:11]([O:14][C:15]([F:18])([F:17])[F:16])=[CH:10][CH:9]=2)=[CH:4][N:3]=1.[CH:19]([C:21]1[CH:26]=[CH:25][C:24](B(O)O)=[CH:23][CH:22]=1)=[O:20].C(=O)([O-])[O-].[K+].[K+]>Cl[Pd](Cl)([P](C1C=CC=CC=1)(C1C=CC=CC=1)C1C=CC=CC=1)[P](C1C=CC=CC=1)(C1C=CC=CC=1)C1C=CC=CC=1.O1CCOCC1>[F:16][C:15]([F:18])([F:17])[O:14][C:11]1[CH:12]=[CH:13][C:8]([C:5]2[CH:4]=[N:3][C:2]([C:24]3[CH:25]=[CH:26][C:21]([CH:19]=[O:20])=[CH:22][CH:23]=3)=[N:7][CH:6]=2)=[CH:9][CH:10]=1 |f:2.3.4,^1:38,57|. Procedure: 2-Chloro-5-(4-trifluoromethoxyphenyl)-pyrimidine (4.22 mmol), 4-formylphenyl boronic acid (5.1 mmol), dichlorobis(triphenylphosphine)palladium(II) (0.05 mmol), 2M potassium carbonate (4.2 mL) and dioxane (21 mL) were combined in a vial and irradiated by microwave for 20 min at 150° C. The organic layer from the reaction mixture was loaded directly onto silica and dried in vacuo. Purification by silica gel chromatography (EtOAc/hexanes) yielded the product (75 mg) as a white solid: 1H NMR (400 MH... The reactants are C[N+]1([O-])CCOCC1, CC(C)=O, O=C1c2ccccc2C(=O)N1C1C=CCCC1, O. The product is O=C1c2ccccc2C(=O)N1C1CCCC(O)C1O. RXN SMILES: [CH3:18][N+:19]1([O-:20])[CH2:21][CH2:23][O:22][CH2:24][CH2:25]1.[CH3:27][C:28]([CH3:29])=[O:30].[CH:1]1([N:7]2[C:8](=[O:17])[c:9]3[cH:10][cH:11][cH:12][cH:13][c:14]3[C:15]2=[O:16])[CH:2]=[CH:3][CH2:4][CH2:5][CH2:6]1.[OH2:26]>>[CH:1]1([N:7]2[C:8](=[O:17])[c:9]3[cH:10][cH:11][cH:12][cH:13][c:14]3[C:15]2=[O:16])[CH:2]([OH:26])[CH:3]([OH:22])[CH2:4][CH2:5][CH2:6]1. Reactants: [N+](CCCC)(CCCC)(CCCC)CCCC.F.[F-], C1[C@H]([C@H]2[C@@H]([C@@]1(COC(=O)C)O)OC(O2)(C)C)N1C(c2c(C1=O)cccc2)=O. Reagents/catalysts: c1ccc(cc1)-c2c3ccccc3cc4ccccc24 (9-Phenylanthracene). Solvent: C1CCOC1 (THF). Run at temperature 25 celsius, time 18 hour. Yields the product CC(=O)OC[C@@]1(F)C[C@H]([C@@H]2OC(C)(C)O[C@H]12)N3C(=O)c4ccccc4C3=O. Reaction SMILES: [CH3:1][C:2]([O:4][CH2:5][C@:6]1([C@H:15]([C@@H:9]2[C@H:8]([N:16]3[C:25](=[O:26])[c:24]([c:19]4[C:17]3=[O:18])[cH:23][cH:22][cH:21][cH:20]4)[CH2:7]1)[O:14][C:11]([CH3:13])([CH3:12])[O:10]2)O)=[O:3].[FH:27].[F-].CCCC[N+](CCCC)(CCCC)CCCC>>[CH3:1][C:2]([O:4][CH2:5][C@@:6]1([C@H:15]([C@@H:9]2[C@H:8]([N:16]3[C:25](=[O:26])[c:24]([c:19]4[C:17]3=[O:18])[cH:23][cH:22][cH:21][cH:20]4)[CH2:7]1)[O:14][C:11]([CH3:13])([CH3:12])[O:10]2)[F:27])=[O:3].